The task is: describe an organic reaction: reactants, conditions, products, and yield. This data is from the Open Reaction Database (ORD), a public repository of structured organic reaction records. Starting materials: O=C([O-])[O-], CC(=O)Oc1ccc(C=CC(=O)Cl)cc1OC(C)=O, Cc1cc(N)cc(C)c1OCc1ccccc1, CN(C)C=O, Cl, [K+], [K+]. Yields the product CC(=O)Oc1ccc(C=CC(=O)Nc2cc(C)c(OCc3ccccc3)c(C)c2)cc1OC(C)=O. RXN SMILES: [C:18](=[O:19])([O-:20])[O-:21].[C:24]([CH3:25])(=[O:26])[O:27][c:28]1[cH:29][c:30]([CH:31]=[CH:32][C:33](=[O:34])[Cl:35])[cH:36][cH:37][c:38]1[O:39][C:40]([CH3:41])=[O:42].[CH2:1]([c:2]1[cH:3][cH:4][cH:5][cH:6][cH:7]1)[O:8][c:9]1[c:10]([CH3:17])[cH:11][c:12]([NH2:13])[cH:14][c:15]1[CH3:16].[CH3:44][N:45]([CH3:46])[CH:47]=[O:48].[ClH:43].[K+:22].[K+:23]>>[CH2:1]([c:2]1[cH:3][cH:4][cH:5][cH:6][cH:7]1)[O:8][c:9]1[c:10]([CH3:17])[cH:11][c:12]([NH:13][C:33]([CH:32]=[CH:31][c:30]2[cH:29][c:28]([O:27][C:24]([CH3:25])=[O:26])[c:38]([O:39][C:40]([CH3:41])=[O:42])[cH:37][cH:36]2)=[O:34])[cH:14][c:15]1[CH3:16].